This data is from the Open Reaction Database (ORD), a public repository of structured organic reaction records. The task is: describe an organic reaction: reactants, conditions, products, and yield Reactants: CCOCC, ClCCl, F[B-](F)(F)F, [H+], CC(C)C(C)(O)c1ccc(I)cc1, O=C1c2ccccc2C(=O)N1Cc1ccco1. Product: CC(C)C(C)(c1ccc(I)cc1)c1ccc(CN2C(=O)c3ccccc3C2=O)o1. Reaction SMILES: [CH3:37][CH2:38][O:39][CH2:40][CH3:41].[Cl:42][CH2:43][Cl:44].[F:2][B-:3]([F:4])([F:5])[F:6].[H+:1].[I:7][c:8]1[cH:9][cH:10][c:11]([C:14]([CH3:15])([CH:16]([CH3:17])[CH3:18])[OH:19])[cH:12][cH:13]1.[o:20]1[c:21]([CH2:25][N:26]2[C:27](=[O:36])[c:28]3[cH:29][cH:30][cH:31][cH:32][c:33]3[C:34]2=[O:35])[cH:22][cH:23][cH:24]1>>[I:7][c:8]1[cH:9][cH:10][c:11]([C:14]([CH3:15])([CH:16]([CH3:17])[CH3:18])[c:24]2[o:20][c:21]([CH2:25][N:26]3[C:27](=[O:36])[c:28]4[cH:29][cH:30][cH:31][cH:32][c:33]4[C:34]3=[O:35])[cH:22][cH:23]2)[cH:12][cH:13]1. Reactants: CN(N)C (N,N-dimethylhydrazine), C(C1=CC=CC=C1)N1CC(C(CC1)=O)C (1-benzyl-3-methyl-piperidin-4-one). Solvent: C(C)O (ethanol). The product is C(C1=CC=CC=C1)N1CC(\C(\CC1)=N\N(C)C)C (N′-[1-Benzyl-3-methyl-piperidin-(4E)-ylidene]-N,N-dimethyl-hydrazine). Reaction SMILES: [CH3:1][N:2]([CH3:4])[NH2:3].[CH2:5]([N:12]1[CH2:17][CH2:16][C:15](=O)[CH:14]([CH3:19])[CH2:13]1)[C:6]1[CH:11]=[CH:10][CH:9]=[CH:8][CH:7]=1>C(O)C>[CH2:5]([N:12]1[CH2:17][CH2:16]/[C:15](=[N:3]\[N:2]([CH3:4])[CH3:1])/[CH:14]([CH3:19])[CH2:13]1)[C:6]1[CH:11]=[CH:10][CH:9]=[CH:8][CH:7]=1. Procedure: N,N-dimethylhydrazine (3 ml, 39.3 mmol) and 1-benzyl-3-methyl-piperidin-4-one (4 g, 19.7 mmol) are dissolved in 50 ml of ethanol and refluxed for 18 hours. The reaction mixture is evaporated under reduced pressure and dried at high vacuum. The reactants are [BH4-], CC(C)COc1ccc(C=O)cc1Cn1c(-c2ccccc2)cc2ccccc21, CO, CCOC(C)=O, [Na+], C1CCOC1. Yields the product CC(C)COc1ccc(CO)cc1Cn1c(-c2ccccc2)cc2ccccc21. RXN SMILES: [BH4-:37].[CH2:1]([CH:2]([CH3:3])[CH3:4])[O:5][c:6]1[c:7]([CH2:14][n:15]2[c:16](-[c:24]3[cH:25][cH:26][cH:27][cH:28][cH:29]3)[cH:17][c:18]3[cH:19][cH:20][cH:21][cH:22][c:23]23)[cH:8][c:9]([CH:10]=[O:11])[cH:12][cH:13]1.[CH3:30][OH:31].[CH3:39][CH2:40][O:41][C:42](=[O:43])[CH3:44].[Na+:38].[O:32]1[CH2:33][CH2:34][CH2:35][CH2:36]1>>[CH2:1]([CH:2]([CH3:3])[CH3:4])[O:5][c:6]1[c:7]([CH2:14][n:15]2[c:16](-[c:24]3[cH:25][cH:26][cH:27][cH:28][cH:29]3)[cH:17][c:18]3[cH:19][cH:20][cH:21][cH:22][c:23]23)[cH:8][c:9]([CH2:10][OH:11])[cH:12][cH:13]1. Reaction SMILES: [C:14]([CH3:15])([CH3:16])([CH3:17])[O:18][C:19]([NH:20][CH2:21][CH2:22][CH2:23][Br:24])=[O:25].[C:26](=[O:27])([O-:28])[O-:29].[K+:30].[K+:31].[O:33]=[CH:34][N:35]([CH3:36])[CH3:37].[OH2:32].[OH:1][c:2]1[cH:3][cH:4][c:5]([CH:12]=[O:13])[c:6]2[c:11]1[CH2:10][CH2:9][CH2:8][CH2:7]2>>[O:1]([c:2]1[cH:3][cH:4][c:5]([CH:12]=[O:13])[c:6]2[c:11]1[CH2:10][CH2:9][CH2:8][CH2:7]2)[CH2:23][CH2:22][CH2:21][NH:20][C:19]([O:18][C:14]([CH3:15])([CH3:16])[CH3:17])=[O:25]. Yields the product CC(C)(C)OC(=O)NCCCOc1ccc(C=O)c2c1CCCC2. The reactants are CC(C)(C)OC(=O)NCCCBr, O=C([O-])[O-], [K+], [K+], CN(C)C=O, O, O=Cc1ccc(O)c2c1CCCC2. As a reaction SMILES: [O:1]1[C:5]2([CH2:10][CH2:9][CH2:8][CH2:7][CH:6]2[CH2:11][OH:12])[O:4][CH2:3][CH2:2]1.[H-].[Na+].[CH2:15](Br)[C:16]1[CH:21]=[CH:20][CH:19]=[CH:18][CH:17]=1>C1COCC1.C(OCC)(=O)C>[CH2:15]([O:12][CH2:11][CH:6]1[CH2:7][CH2:8][CH2:9][CH2:10][C:5]21[O:4][CH2:3][CH2:2][O:1]2)[C:16]1[CH:21]=[CH:20][CH:19]=[CH:18][CH:17]=1 |f:1.2|. The product is C(C1=CC=CC=C1)OCC1C2(OCCO2)CCCC1 (6-((Benzyloxy)methyl)-1,4-dioxaspiro[4.5]decane). Solvent: C1CCOC1 (THF), C1CCOC1 (THF), C(C)(=O)OCC (ethyl acetate). Starting materials: C(C1=CC=CC=C1)Br (benzyl bromide), [H-].[Na+] (NaH), O1CCOC12C(CCCC2)CO (1,4-dioxaspiro[4.5]decan-6-ylmethanol). Run at time 1 hour. Procedure details: A solution of 1,4-dioxaspiro[4.5]decan-6-ylmethanol (2.3 g, 13.3 mmol) in THF (20 mL) and cooled in an ice bath, was treated with a NaH (0.48 g, 20.0 mmol). The reaction mixture was stirred for 1 hour and then benzyl bromide (2.4 mL, 20 mmol) in THF (5 mL) was added dropwise. The reaction was stirred at rt for 5 hours and then diluted with ethyl acetate (100 mL). The organic layer was washed with water, brine and dried over sodium sulfate and concentarted. Purification by silica chromatography u... Starting materials: OO (H2O2), C(=O)(C(F)(F)F)OC(=O)C(F)(F)F (TFAA), [O-][N+]1=NC(=NC2=C1C=C1CCCC1=C2)NCCN(CC)CC (N1-(1-Oxido-7,8-dihydro-6H-indeno[5,6-e][1,2,4]triazin-3-yl)-N2,N2-diethyl-1,2-ethanediamine), C(=O)(C(F)(F)F)O (TFA). Run in N (NH3), C(Cl)Cl (DCM), C(Cl)Cl (DCM). Run at temperature 0 celsius, time 5 minute. Yields the product [O-][N+]1=NC(=[N+](C2=C1C=C1CCCC1=C2)[O-])NCCN(CC)CC (N1-(1,4-Dioxido-7,8-dihydro-6H-indeno[5,6-e][1,2,4]triazin-3-yl)-N2,N2-diethyl-1,2-ethanediamine). Isolated yield 56.4%. As a reaction SMILES: OO.C(OC(C(F)(F)F)=O)(C(F)(F)F)=[O:4].[O-:16][N+:17]1[C:22]2[CH:23]=[C:24]3[C:28](=[CH:29][C:21]=2[N:20]=[C:19]([NH:30][CH2:31][CH2:32][N:33]([CH2:36][CH3:37])[CH2:34][CH3:35])[N:18]=1)[CH2:27][CH2:26][CH2:25]3.C(O)(C(F)(F)F)=O>C(Cl)Cl.N>[O-:16][N+:17]1[C:22]2[CH:23]=[C:24]3[C:28](=[CH:29][C:21]=2[N+:20]([O-:4])=[C:19]([NH:30][CH2:31][CH2:32][N:33]([CH2:36][CH3:37])[CH2:34][CH3:35])[N:18]=1)[CH2:27][CH2:26][CH2:25]3. Reported procedure: H2O2 (70%, 0.52 mL, ca. 10.4 mmol) was added dropwise to a stirred solution of TFAA (1.5 mL, 10.4 mmol) in DCM (15 mL) at 0° C. The solution was stirred at 0° C. for 5 min, warmed to 20° C. for 10 min, then cooled to 0° C. and added to a stirred solution of 1-oxide 26 (312 mg, 1.0 mmol) and TFA (0.40 mL, 5.2 mmol) in DCM (20 mL) at 0° C. The solution was stirred at 5° C. for 4 h, diluted with dilute aqueous NH3 solution (10 mL) and extracted with CHCl3 (4×50 mL). The combined organic fraction wa... Starting materials: NaIO4, O=[S@@]1OCC2N1CCC2 ((R)-1-oxo-3a,4,5,6-tetrahydropyrrolo[1,2-c][1,2,3]oxathiazolidine), C(C)(=O)OCC (ethyl acetate), RuCl3.3H2O. Solvent: O (water). Reaction conditions: time 1 hour. The product is O=S1(OC[C@@H]2N1CCC2)=O ((R)-1,1-dioxo-3a,4,5,6-tetrahydropyrrolo[1,2-c][1,2,3]oxathiazolidine). Reaction SMILES: [O:1]=[S@:2]1[N:6]2[CH2:7][CH2:8][CH2:9][CH:5]2[CH2:4][O:3]1.C(OCC)(=[O:12])C>O>[O:1]=[S:2]1(=[O:12])[N:6]2[CH2:7][CH2:8][CH2:9][C@@H:5]2[CH2:4][O:3]1. Procedure details: The (R)-1-oxo-3a,4,5,6-tetrahydropyrrolo[1,2-c][1,2,3]oxathiazolidine, from the previous step, and 20 mL ethyl acetate were added to a 50 mL round bottom flask equipped with a magnetic stirrer. A catalytic amount of RuCl3.3H2O (a few mg) was added, followed by NaIO4 (3.17 g; 14.82 mmol) in 10 mL water. The mixture was stirred vigorously for one hour. The phases were separated, and the aqueous phase was extracted with three portions (10 mL each) ethyl acetate. The combined organic phases were was... The reactants are CCOC(=O)C(Br)CCCBr, O=C([O-])[O-], CCCCCCCCCCCCN, CO, CCO, [K+], [K+]. Yields the product CCCCCCCCCCCCN1CCCC1C(=O)OCC. RXN SMILES: [Br:1][CH:2]([C:3](=[O:4])[O:5][CH2:6][CH3:7])[CH2:8][CH2:9][CH2:10][Br:11].[C:12](=[O:13])([O-:14])[O-:15].[CH2:18]([CH2:19][CH2:20][CH2:21][CH2:22][CH2:23][CH2:24][CH2:25][CH2:26][CH2:27][CH2:28][CH3:29])[NH2:30].[CH3:31][OH:32].[CH3:33][CH2:34][OH:35].[K+:16].[K+:17]>>[CH:2]1([C:3](=[O:4])[O:5][CH2:6][CH3:7])[CH2:8][CH2:9][CH2:10][N:30]1[CH2:18][CH2:19][CH2:20][CH2:21][CH2:22][CH2:23][CH2:24][CH2:25][CH2:26][CH2:27][CH2:28][CH3:29].